This data is from the Open Reaction Database (ORD), a public repository of structured organic reaction records. The task is: describe an organic reaction: reactants, conditions, products, and yield RXN SMILES: [CH3:34][CH2:35][OH:36].[Cl:21][c:22]1[n:23][c:24]([NH2:32])[n:25][c:26]([C:28]([F:29])([F:30])[F:31])[cH:27]1.[ClH:33].[NH2:1][c:2]1[cH:3][c:4]([F:20])[c:5]([O:6][c:7]2[c:8]3[c:9]([n:10][cH:11][cH:12]2)[nH:13][cH:14][c:15]3[C:16]#[N:17])[cH:18][cH:19]1.[OH2:37]>>[NH:1]([c:2]1[cH:3][c:4]([F:20])[c:5]([O:6][c:7]2[c:8]3[c:9]([n:10][cH:11][cH:12]2)[nH:13][cH:14][c:15]3[C:16]#[N:17])[cH:18][cH:19]1)[c:22]1[n:23][c:24]([NH2:32])[n:25][c:26]([C:28]([F:29])([F:30])[F:31])[cH:27]1. The reactants are CCO, Nc1nc(Cl)cc(C(F)(F)F)n1, Cl, N#Cc1c[nH]c2nccc(Oc3ccc(N)cc3F)c12, O. Product: N#Cc1c[nH]c2nccc(Oc3ccc(Nc4cc(C(F)(F)F)nc(N)n4)cc3F)c12. Starting materials: CCO, [K+], NC(=O)Cc1ccc2c(c1)C(=O)Cc1cccnc1O2, [OH-], O, O. Yields the product O=C(O)Cc1ccc2c(c1)C(=O)Cc1cccnc1O2. Reaction SMILES: [CH2:24]([OH:25])[CH3:26].[K+:22].[O:1]=[C:2]1[c:3]2[c:4]([cH:13][cH:14][c:15]([CH2:17][C:18](=[O:19])[NH2:20])[cH:16]2)[O:5][c:6]2[c:7]([cH:9][cH:10][cH:11][n:12]2)[CH2:8]1.[OH-:21].[OH2:23].[OH2:27]>>[O:1]=[C:2]1[c:3]2[c:4]([cH:13][cH:14][c:15]([CH2:17][C:18]([OH:19])=[O:21])[cH:16]2)[O:5][c:6]2[c:7]([cH:9][cH:10][cH:11][n:12]2)[CH2:8]1. The reactants are ClC1=C(CCNC(=O)C2=C(C=C(OC3=C(C=C(C=C3)CC(=O)OC(C)(C)C)C#N)C=C2)F)C=CC(=C1)Cl (tert-butyl 2-(4-(4-((2,4-dichlorophenethyl)carbamoyl)-3-fluorophenoxy)-3-cyanophenyl)acetate), C(=O)(C(F)(F)F)O (TFA). The solvent is ClCCl (dichloromethane). Conditions: time 2 hour. Product: ClC1=C(CCNC(=O)C2=C(C=C(OC3=C(C=C(C=C3)CC(=O)O)C#N)C=C2)F)C=CC(=C1)Cl (2-(4-(4-((2,4-dichlorophenethyl)carbamoyl)-3-fluorophenoxy)-3-cyanophenyl)acetic acid). Yield: 31.2%. As a reaction SMILES: [Cl:1][C:2]1[CH:36]=[C:35]([Cl:37])[CH:34]=[CH:33][C:3]=1[CH2:4][CH2:5][NH:6][C:7]([C:9]1[CH:31]=[CH:30][C:12]([O:13][C:14]2[CH:19]=[CH:18][C:17]([CH2:20][C:21]([O:23]C(C)(C)C)=[O:22])=[CH:16][C:15]=2[C:28]#[N:29])=[CH:11][C:10]=1[F:32])=[O:8].C(O)(C(F)(F)F)=O>ClCCl>[Cl:1][C:2]1[CH:36]=[C:35]([Cl:37])[CH:34]=[CH:33][C:3]=1[CH2:4][CH2:5][NH:6][C:7]([C:9]1[CH:31]=[CH:30][C:12]([O:13][C:14]2[CH:19]=[CH:18][C:17]([CH2:20][C:21]([OH:23])=[O:22])=[CH:16][C:15]=2[C:28]#[N:29])=[CH:11][C:10]=1[F:32])=[O:8]. Procedure: To a stirred solution of tert-butyl 2-(4-(4-((2,4-dichlorophenethyl)carbamoyl)-3-fluorophenoxy)-3-cyanophenyl)acetate (15 mg, 0.0276 mmol) in dichloromethane was added TFA. The reaction was stirred for 2 hours and then concentrated. The crude material was purified by preparative TLC (10% methanol/0.5% AcOH/dichloromethane). The appropriate section was collected and then purified a second time by preparative TLC to provide 2-(4-(4-((2,4-dichlorophenethyl)carbamoyl)-3-fluorophenoxy)-3-cyanophenyl)... Reactants: N#CCc1nc(C(F)(F)F)cs1, O=Cc1ccc(OCc2ccccc2)cc1, CCO, [H-], [Na+]. The product is N#CC(=Cc1ccc(OCc2ccccc2)cc1)c1nc(C(F)(F)F)cs1. Reaction SMILES: [C:19](#[N:20])[CH2:21][c:22]1[s:23][cH:24][c:25]([C:27]([F:28])([F:29])[F:30])[n:26]1.[CH2:3]([c:4]1[cH:5][cH:6][cH:7][cH:8][cH:9]1)[O:10][c:11]1[cH:12][cH:13][c:14]([CH:15]=[O:16])[cH:17][cH:18]1.[CH3:31][CH2:32][OH:33].[H-:2].[Na+:1]>>[CH2:3]([c:4]1[cH:5][cH:6][cH:7][cH:8][cH:9]1)[O:10][c:11]1[cH:12][cH:13][c:14]([CH:15]=[C:21]([C:19]#[N:20])[c:22]2[s:23][cH:24][c:25]([C:27]([F:28])([F:29])[F:30])[n:26]2)[cH:17][cH:18]1. Reactants: CCO, CC(C)(C)OC(=O)N1CCN(c2ccc(OC3CCCCO3)cc2Cl)CC1, Cc1ccc(S(=O)(=O)[O-])cc1, c1cc[nH+]cc1. The product is CC(C)(C)OC(=O)N1CCN(c2ccc(O)cc2Cl)CC1. RXN SMILES: [CH3:45][CH2:46][OH:47].[Cl:1][c:2]1[c:3]([N:15]2[CH2:16][CH2:17][N:18]([C:21](=[O:22])[O:23][C:24]([CH3:25])([CH3:26])[CH3:27])[CH2:19][CH2:20]2)[cH:4][cH:5][c:6]([O:8][CH:9]2[CH2:10][CH2:11][CH2:12][CH2:13][O:14]2)[cH:7]1.[c:28]1([CH3:29])[cH:30][cH:31][c:32]([S:33]([O-:34])(=[O:35])=[O:36])[cH:37][cH:38]1.[nH+:39]1[cH:40][cH:41][cH:42][cH:43][cH:44]1>>[Cl:1][c:2]1[c:3]([N:15]2[CH2:16][CH2:17][N:18]([C:21](=[O:22])[O:23][C:24]([CH3:25])([CH3:26])[CH3:27])[CH2:19][CH2:20]2)[cH:4][cH:5][c:6]([OH:8])[cH:7]1. Starting materials: O[Li].O (LiOH—H2O), C(C)(C)(C)OC(=O)NCC(C(=O)OCC)CC1=CC(=C(C=C1)Cl)F (ethyl 3-(tert-butoxycarbonylamino)-2-(4-chloro-3-fluorobenzyl)propanoate). The solvent is O (H2O), C1CCOC1.CO (THF MeOH). Reaction conditions: time 8 hour. The product is C(C)(C)(C)OC(=O)NCC(C(=O)O)CC1=CC(=C(C=C1)Cl)F (3-(tert-butoxycarbonylamino)-2-(4-chloro-3-fluorobenzyl)propanoic acid). The yield is 100.5%. Reaction SMILES: O[Li].O.[C:4]([O:8][C:9]([NH:11][CH2:12][CH:13]([CH2:19][C:20]1[CH:25]=[CH:24][C:23]([Cl:26])=[C:22]([F:27])[CH:21]=1)[C:14]([O:16]CC)=[O:15])=[O:10])([CH3:7])([CH3:6])[CH3:5]>O.C1COCC1.CO>[C:4]([O:8][C:9]([NH:11][CH2:12][CH:13]([CH2:19][C:20]1[CH:25]=[CH:24][C:23]([Cl:26])=[C:22]([F:27])[CH:21]=1)[C:14]([OH:16])=[O:15])=[O:10])([CH3:7])([CH3:5])[CH3:6] |f:0.1,4.5|. Reported procedure: A solution of Boc2O (1.3 g, 6.1 mmol) and ethyl 3-amino-2-(4-chloro-3-fluorobenzyl)propanoate (1.6 g, 6.1 mmol) in DCM (10 mL) was stirred overnight. The mixture was concentrated in vacuo and chromatographed (SiO2) using DCM as eluent to give ethyl 3-(tert-butoxycarbonylamino)-2-(4-chloro-3-fluorobenzyl)propanoate. LiOH—H2O (0.26 g, 6.1 mmol) in H2O (7 mL) was added to a solution of ethyl 3-(tert-butoxycarbonylamino)-2-(4-chloro-3-fluorobenzyl)propanoate (0.55 g, 1.5 mmol) in THF/MeOH (7/7 mL) a...